From a dataset of the Open Reaction Database (ORD), a public repository of structured organic reaction records. describe an organic reaction: reactants, conditions, products, and yield The reactants are NCC(=O)O (Gly), N[C@@H](CC1=CC=CC=C1)C(=O)O (Phe), N[C@@H](CCCCN)C(=O)O (Lys), N[C@@H](C)C(=O)O (Ala), N[C@@H](C(C)C)C(=O)O (Val). Yields the product C(C)(C)(C)OC(=O)N[C@H](C(C)C)C(=O)O (N-t-butyloxycarbonyl-D-valine). RXN SMILES: NC[C:3]([OH:5])=[O:4].N[C@H](C(O)=O)C.[NH2:12][C@H:13]([C:17]([OH:19])=[O:18])[CH:14]([CH3:16])[CH3:15].N[C@H](C(O)=O)[CH2:22][C:23]1[CH:28]=CC=C[CH:24]=1.N[C@H](C(O)=O)CCCCN>>[C:23]([O:5][C:3]([NH:12][C@@H:13]([C:17]([OH:19])=[O:18])[CH:14]([CH3:16])[CH3:15])=[O:4])([CH3:28])([CH3:24])[CH3:22]. Procedure: 2Thr, 2.20; Ser, 1.17; Gly, 0.99; Ala, 1.13; Val, 1.06; 3 Phe, 3.18; 2 Lys, 2.00. The reactants are COC(CCCC1=C(C=CC=C1)NC=1C2=C(N=CN1)OC(=C2C2=CC=C(C=C2)OC)C2=CC=CC=C2)=O (4-(2-{[5-(4-methoxyphenyl)-6-phenylfuro[2,3-d]pyrimidin-4-yl]amino}phenyl)butanoic acid methyl ester), [OH-].[Na+] (sodium hydroxide). The solvent is C1CCOC1 (THF). Reaction conditions: temperature 50 celsius, time 1 hour. Yields the product COC1=CC=C(C=C1)C1=C(OC=2N=CN=C(C21)NC2=C(C=CC=C2)CCCC(=O)O)C2=CC=CC=C2 (4-(2-{[5-(4-Methoxyphenyl)-6-phenylfuro[2,3-d]pyrimidin-4-yl]amino}phenyl)butanoic acid). Reaction SMILES: C[O:2][C:3](=[O:37])[CH2:4][CH2:5][CH2:6][C:7]1[CH:12]=[CH:11][CH:10]=[CH:9][C:8]=1[NH:13][C:14]1[C:15]2[C:22]([C:23]3[CH:28]=[CH:27][C:26]([O:29][CH3:30])=[CH:25][CH:24]=3)=[C:21]([C:31]3[CH:36]=[CH:35][CH:34]=[CH:33][CH:32]=3)[O:20][C:16]=2[N:17]=[CH:18][N:19]=1.[OH-].[Na+]>C1COCC1>[CH3:30][O:29][C:26]1[CH:25]=[CH:24][C:23]([C:22]2[C:15]3[C:14]([NH:13][C:8]4[CH:9]=[CH:10][CH:11]=[CH:12][C:7]=4[CH2:6][CH2:5][CH2:4][C:3]([OH:37])=[O:2])=[N:19][CH:18]=[N:17][C:16]=3[O:20][C:21]=2[C:31]2[CH:36]=[CH:35][CH:34]=[CH:33][CH:32]=2)=[CH:28][CH:27]=1 |f:1.2|. Procedure details: Dissolve 28.9 mg (0.059 mmol) of 4-(2-{[5-(4-methoxyphenyl)-6-phenylfuro[2,3-d]pyrimidin-4-yl]amino}phenyl)butanoic acid methyl ester in 1 ml of THF, add 0.176 ml of 1N sodium hydroxide solution at RT and stir at 50° C. for 1 h. Cool to RT and remove the THF under reduced pressure. Add water to the residue, and then 1N hydrochloric acid. Filter off the precipitated solid, wash repeatedly with water and dry at 40° C. under reduced pressure overnight. 16.9 mg (60.2% of theory) of the target compou... Reaction SMILES: [Br:30][CH2:31][C:32](=[O:33])[O:34][CH3:35].[CH3:24][C:25]([CH3:26])([O-:27])[CH3:28].[CH3:36][N:37]([CH3:38])[CH:39]=[O:40].[Cl:1][c:2]1[cH:3][c:4]2[c:5]([cH:22][cH:23]1)-[c:6]1[c:7]([cH:18][nH:19][c:20]1[CH3:21])[CH2:8][N:9]=[C:10]2[c:11]1[c:12]([Cl:17])[cH:13][cH:14][cH:15][cH:16]1.[K+:29].[OH2:41]>>[Cl:1][c:2]1[cH:3][c:4]2[c:5]([cH:22][cH:23]1)-[c:6]1[c:7]([cH:18][n:19]([CH2:31][C:32](=[O:33])[O:34][CH3:35])[c:20]1[CH3:21])[CH2:8][N:9]=[C:10]2[c:11]1[c:12]([Cl:17])[cH:13][cH:14][cH:15][cH:16]1. Product: COC(=O)Cn1cc2c(c1C)-c1ccc(Cl)cc1C(c1ccccc1Cl)=NC2. The reactants are COC(=O)CBr, CC(C)(C)[O-], CN(C)C=O, Cc1[nH]cc2c1-c1ccc(Cl)cc1C(c1ccccc1Cl)=NC2, [K+], O. Starting materials: CCOc1ccc2ccccc2c1C=O, CC1=CN=C(C=C1)N, [C-]#[N+]C1CCCCC1. The reagents and catalysts are O=C(O)C(F)(F)F (trifluoroacetic acid). The solvent is CC(C)O (isopropyl alcohol), CC(C)O (isopropylalcohol). Conditions: temperature 22 celsius, time 20 hour. The product is CCOc1ccc2ccccc2c1c1c(NC2CCCCC2)n2cc(C)ccc2n1. The yield is 1.0%. RXN SMILES: CC1=CC=C(N)N=C1.[C-]#[N+]C1CCCCC1.CCOC1=CC=C2C=CC=CC2=C1C=O>>CCOC1=C(C2=C(NC3CCCCC3)N3C=C(C)C=CC3=N2)C2=CC=CC=C2C=C1. The reactants are CS(C)=O, O=C([O-])CCl, N#CCc1ccc(Cl)c(Cl)c1, Cl, [Na+], O. The product is N#CC(CC(=O)O)c1ccc(Cl)c(Cl)c1. As a reaction SMILES: [CH3:20][S:21](=[O:22])[CH3:23].[Cl:12][CH2:13][C:14](=[O:15])[O-:16].[Cl:1][c:2]1[cH:3][c:4]([CH2:9][C:10]#[N:11])[cH:5][cH:6][c:7]1[Cl:8].[ClH:19].[Na+:17].[OH2:18]>>[Cl:1][c:2]1[cH:3][c:4]([CH:9]([C:10]#[N:11])[CH2:13][C:14](=[O:15])[OH:16])[cH:5][cH:6][c:7]1[Cl:8]. The reactants are ClC1=C(C#N)C=CC(=C1)Cl (2,4-dichlorobenzonitrile), CCOCC (ether), ClC1=CC=C(CBr)C=C1 (4-chlorobenzyl bromide), [Mg] (magnesium), CCOCC (ether), CCOCC (ether). Run at time 2 hour. The product is ClC1=C(C=CC(=C1)Cl)C(=O)CC1=CC=C(C=C1)Cl (4-Chlorobenzyl 2,4-dichlorophenyl ketone). Reaction SMILES: [Cl:1][C:2]1[CH:9]=[CH:8][C:5]([CH2:6]Br)=[CH:4][CH:3]=1.[Mg].[Cl:11][C:12]1[CH:19]=[C:18]([Cl:20])[CH:17]=[CH:16][C:13]=1[C:14]#N.CC[O:23]CC>>[Cl:11][C:12]1[CH:19]=[C:18]([Cl:20])[CH:17]=[CH:16][C:13]=1[C:14]([CH2:6][C:5]1[CH:8]=[CH:9][C:2]([Cl:1])=[CH:3][CH:4]=1)=[O:23]. Procedure details: A solution of 4-chlorobenzyl bromide (Lancaster Chemical) (10.0 g, 48.6 mmol) in 40 mL ether was added under nitrogen to a suspension of magnesium turnings (Alpha Chemical Inc.) in ether (60 mL) over 10 minutes. The suspension was stirred for 2 h and the supernatant was cannulated under nitrogen into another round bottom flask fitted with a magnetic stirrer bar. Then 2,4-dichlorobenzonitrile (7.0 g, 40.5 mmol) in 65 mL ether was slowly added under nitrogen to the Grignard solution and the mixtur...